From a dataset of the Open Reaction Database (ORD), a public repository of structured organic reaction records. describe an organic reaction: reactants, conditions, products, and yield The reactants are C(#N)C=1C(=C2C=CN(C2=CC1)CC(NO)=N)C(F)(F)F (2-[5-cyano-4-(trifluoromethyl)-1H-indol-1-yl]-N-hydroxyethanimidamide), ClC=1C=C(C(=O)O)C=CC1 (3-chlorobenzoic acid). Product: ClC=1C=C(C=CC1)C1=NC(=NO1)CN1C=CC2=C(C(=CC=C12)C#N)C(F)(F)F (1-{[5-(3-Chlorophenyl)-1,2,4-oxadiazol-3-yl]methyl}-4-(trifluoromethyl)-1H-indole-5-carbonitrile). RXN SMILES: [C:1]([C:3]1[C:4]([C:17]([F:20])([F:19])[F:18])=[C:5]2[C:9](=[CH:10][CH:11]=1)[N:8]([CH2:12][C:13](=[NH:16])[NH:14][OH:15])[CH:7]=[CH:6]2)#[N:2].[Cl:21][C:22]1[CH:23]=[C:24]([CH:28]=[CH:29][CH:30]=1)[C:25](O)=O>>[Cl:21][C:22]1[CH:23]=[C:24]([C:25]2[O:15][N:14]=[C:13]([CH2:12][N:8]3[C:9]4[C:5](=[C:4]([C:17]([F:19])([F:20])[F:18])[C:3]([C:1]#[N:2])=[CH:11][CH:10]=4)[CH:6]=[CH:7]3)[N:16]=2)[CH:28]=[CH:29][CH:30]=1. Procedure details: Synthesized as described in Example 72 from 2-[5-cyano-4-(trifluoromethyl)-1H-indol-1-yl]-N-hydroxyethanimidamide and 3-chlorobenzoic acid: MS (ESI): m/z 403 (M+1). Starting materials: C(C)N1N=C(C(=C1)C1=C2C(=NC=C1)NC(=C2)C(=O)O)C2=CC=C(C=C2)[N+](=O)[O-] (4-[1-ethyl-3-(4-nitrophenyl)-1H-pyrazol-4-yl]-1H-pyrrolo[2,3-b]pyridine-2-carboxylic acid), CN1CCN(CC1)CCN (2-(4-methyl-piperazin-1-yl)-ethylamine), Cl.CN(CCCN=C=NCC)C (N-(3-dimethylaminopropyl)-N′-ethylcarbodiimide hydrochloride). Run in CN(C=O)C (N,N-dimethylformamide). Yields the product C(C)N1N=C(C(=C1)C1=C2C(=NC=C1)NC(=C2)C(=O)NCCN2CCN(CC2)C)C2=CC=C(C=C2)[N+](=O)[O-] (4-[1-ethyl-3-(4-nitrophenyl)-1H-pyrazol-4-yl]-N-[2-(4-methyl-1-piperazinyl)ethyl]-1H-pyrrolo[2,3-b]pyridine-2-carboxamide). Yield: 20.0%. Reaction SMILES: [CH2:1]([N:3]1[CH:7]=[C:6]([C:8]2[CH:13]=[CH:12][N:11]=[C:10]3[NH:14][C:15]([C:17]([OH:19])=O)=[CH:16][C:9]=23)[C:5]([C:20]2[CH:25]=[CH:24][C:23]([N+:26]([O-:28])=[O:27])=[CH:22][CH:21]=2)=[N:4]1)[CH3:2].[CH3:29][N:30]1[CH2:35][CH2:34][N:33]([CH2:36][CH2:37][NH2:38])[CH2:32][CH2:31]1.Cl.CN(C)CCCN=C=NCC>CN(C)C=O>[CH2:1]([N:3]1[CH:7]=[C:6]([C:8]2[CH:13]=[CH:12][N:11]=[C:10]3[NH:14][C:15]([C:17]([NH:38][CH2:37][CH2:36][N:33]4[CH2:34][CH2:35][N:30]([CH3:29])[CH2:31][CH2:32]4)=[O:19])=[CH:16][C:9]=23)[C:5]([C:20]2[CH:25]=[CH:24][C:23]([N+:26]([O-:28])=[O:27])=[CH:22][CH:21]=2)=[N:4]1)[CH3:2] |f:2.3|. Procedure: A solution of 4-[1-ethyl-3-(4-nitrophenyl)-1H-pyrazol-4-yl]-1H-pyrrolo[2,3-b]pyridine-2-carboxylic acid (0.331 mmol), 2-(4-methyl-piperazin-1-yl)-ethylamine (0.993 mmol), and N-(3-dimethylaminopropyl)-N′-ethylcarbodiimide hydrochloride (0.397 mmol) in N,N-dimethylformamide (1 mL) under nitrogen was stirred for 17 h at room temperature. The reaction was concentrated in vacuo and purification by Gilson reverse phase HPLC afforded the title compound as a solid (20%). ESMS [M+H]+: 503.4